This data is from the Open Reaction Database (ORD), a public repository of structured organic reaction records. The task is: describe an organic reaction: reactants, conditions, products, and yield The reactants are COC(=O)CC1CCCN1c1nc(Cl)ncc1[N+](=O)[O-], CCOC(C)=O, [H][H]. The product is COC(=O)CC1CCCN1c1nc(Cl)ncc1N. As a reaction SMILES: [CH3:1][O:2][C:3]([CH2:4][CH:5]1[N:6]([c:10]2[n:11][c:12]([Cl:19])[n:13][cH:14][c:15]2[N+:16]([O-:17])=[O:18])[CH2:7][CH2:8][CH2:9]1)=[O:20].[CH3:23][CH2:24][O:25][C:26](=[O:27])[CH3:28].[H:21][H:22]>>[CH3:1][O:2][C:3]([CH2:4][CH:5]1[N:6]([c:10]2[n:11][c:12]([Cl:19])[n:13][cH:14][c:15]2[NH2:16])[CH2:7][CH2:8][CH2:9]1)=[O:20]. Reactants: CCCCCCc1cc(C(=O)OCC)c(C)o1, [Na+], [OH-]. The product is CCCCCCc1cc(C(=O)O)c(C)o1. As a reaction SMILES: [CH2:1]([CH2:2][CH2:3][CH2:4][CH2:5][CH3:6])[c:7]1[cH:8][c:9]([C:13](=[O:14])[O:15][CH2:16][CH3:17])[c:10]([CH3:12])[o:11]1.[Na+:19].[OH-:18]>>[CH2:1]([CH2:2][CH2:3][CH2:4][CH2:5][CH3:6])[c:7]1[cH:8][c:9]([C:13](=[O:14])[OH:15])[c:10]([CH3:12])[o:11]1. The reactants are BrB(Br)Br, Clc1cccc(Cl)c1N=C1NCCN1OCc1ccccc1, ClCCl. Yields the product ON1CCNC1=Nc1c(Cl)cccc1Cl. As a reaction SMILES: [B:23]([Br:24])([Br:25])[Br:26].[CH2:1]([c:2]1[cH:3][cH:4][cH:5][cH:6][cH:7]1)[O:8][N:9]1[C:10](=[N:14][c:15]2[c:16]([Cl:22])[cH:17][cH:18][cH:19][c:20]2[Cl:21])[NH:11][CH2:12][CH2:13]1.[CH2:27]([Cl:28])[Cl:29]>>[OH:8][N:9]1[C:10](=[N:14][c:15]2[c:16]([Cl:22])[cH:17][cH:18][cH:19][c:20]2[Cl:21])[NH:11][CH2:12][CH2:13]1. The reactants are BrC1=CC=C(N)C=C1 (4-bromoaniline), C(C)OC(C(C(=O)OCC)=COCC)=O (2-ethoxymethylene-malonic acid diethyl ester). Run in C(C)O (ethanol). Reaction conditions: temperature 90 celsius, time 5 hour. Yields the product C(C)OC(C(C(=O)OCC)=CNC1=CC=C(C=C1)Br)=O (2-[(4-bromo-phenylamino)-methylene]-malonic acid diethyl ester). Yield: 87.1%. RXN SMILES: [Br:1][C:2]1[CH:8]=[CH:7][C:5]([NH2:6])=[CH:4][CH:3]=1.[CH2:9]([O:11][C:12](=[O:23])[C:13](=[CH:19]OCC)[C:14]([O:16][CH2:17][CH3:18])=[O:15])[CH3:10]>C(O)C>[CH2:9]([O:11][C:12](=[O:23])[C:13](=[CH:19][NH:6][C:5]1[CH:7]=[CH:8][C:2]([Br:1])=[CH:3][CH:4]=1)[C:14]([O:16][CH2:17][CH3:18])=[O:15])[CH3:10]. Reported procedure: A mixture of 4-bromoaniline (100 g, 563.9 mmol) and 2-ethoxymethylene-malonic acid diethyl ester (126.9 g, 575 mmol) was heated to 90° C. Then, the resulting brown mixture was stirred for 5 h. After cooling to room temperature, the reaction mixture was diluted with ethanol (˜200 mL) and cooled down in an ice-water bath to afford a hard solid. This mixture was then heated to break down the hard solid and also to remove most of the impurities. After cooling the suspension in the refrigerator, the ... Starting materials: FC=1C=C(C=O)C=C(C1OCC#C)F (3,5-difluoro-4-(2-propynyloxy)benzaldehyde), ClC1=CC(=CC=C1)C(=O)OO (3-chloroperbenzoic acid), S(=O)([O-])[O-].[Na+].[Na+] (sodium sulfite). Solvent: C(Cl)(Cl)Cl (chloroform). Reaction conditions: time 8 hour. The product is FC=1C=C(C(=O)O)C=C(C1OCC#C)F (3,5-difluoro-4-(2-propynyloxy)benzoic acid). Yield: 184.9%. RXN SMILES: [F:1][C:2]1[CH:3]=[C:4]([CH:7]=[C:8]([F:14])[C:9]=1[O:10][CH2:11][C:12]#[CH:13])[CH:5]=[O:6].ClC1C=CC=C(C(OO)=[O:23])C=1.S([O-])([O-])=O.[Na+].[Na+]>C(Cl)(Cl)Cl>[F:1][C:2]1[CH:3]=[C:4]([CH:7]=[C:8]([F:14])[C:9]=1[O:10][CH2:11][C:12]#[CH:13])[C:5]([OH:23])=[O:6] |f:2.3.4|. Procedure: To 100 ml of chloroform were added 20 g of 3,5-difluoro-4-(2-propynyloxy)benzaldehyde and 25 g of 3-chloroperbenzoic acid and the mixture obtained was stirred at room temperature for overnight. Then, aqueous sodium sulfite solution was added to the reaction mixture and extracted with chloroform and ethyl acetate in order. The organic layers were combined, dried over magnesium sulfate and concentrated under reduced pressure to obtain 40 g of 3,5-difluoro-4-(2-propynyloxy)benzoic acid. Starting materials: N(=O)OCCC(C)C (isoamyl nitrite), ice, NC1=C(C=C(C=C1)[N+](=O)[O-])O (2-amino-5-nitrophenol), FC(S(=O)(=O)O)(F)F (trifluoromethane sulfonic acid). Run in CO (methanol). Yields the product [O-]S(=O)(=O)C(F)(F)F.OC1=C(C=CC(=C1)[N+](=O)[O-])[N+]#N (2-hydroxy-4-nitrobenzene diazonium triflate). As a reaction SMILES: [NH2:1][C:2]1[CH:7]=[CH:6][C:5]([N+:8]([O-:10])=[O:9])=[CH:4][C:3]=1[OH:11].[F:12][C:13]([F:19])([F:18])[S:14]([OH:17])(=[O:16])=[O:15].[N:20](OCCC(C)C)=O>CO>[O-:17][S:14]([C:13]([F:19])([F:18])[F:12])(=[O:16])=[O:15].[OH:11][C:3]1[CH:4]=[C:5]([N+:8]([O-:10])=[O:9])[CH:6]=[CH:7][C:2]=1[N+:1]#[N:20] |f:4.5|. Reported procedure: To an ice cooled solution containing 5 parts of 2-amino-5-nitrophenol and 9.6 parts of trifluoromethane sulfonic acid in 150 parts of methanol was slowly added 3.9 parts of isoamyl nitrite to complete diazotization. The solution was filtered and the filtrate was poured into 700 parts of ethyl ether. The precipitate was collected, washed with ether and dried under vacuum to give 4.5 parts of product with purity>95%. Starting materials: C(C)(C)(C)OC(=O)N1CC(CCC1)C=1SC=C(C1)C(=O)N1CCCCCC1 (3-[4-(Azepane-1-carbonyl)-thiophen-2-yl]-piperidine-1-carboxylic acid tert-butyl ester). The solvent is C(=O)(C(F)(F)F)O.C(Cl)Cl (TFA DCM). Conditions: time 1 hour. The product is N1(CCCCCC1)C(=O)C1=CSC(=C1)C1CNCCC1 (Azepan-1-yl-(5-piperidin-3-yl-thiophen-3-yl)-methanone). Yield: 105.8%. RXN SMILES: C(OC([N:8]1[CH2:13][CH2:12][CH2:11][CH:10]([C:14]2[S:15][CH:16]=[C:17]([C:19]([N:21]3[CH2:27][CH2:26][CH2:25][CH2:24][CH2:23][CH2:22]3)=[O:20])[CH:18]=2)[CH2:9]1)=O)(C)(C)C>C(O)(C(F)(F)F)=O.C(Cl)Cl>[N:21]1([C:19]([C:17]2[CH:18]=[C:14]([CH:10]3[CH2:11][CH2:12][CH2:13][NH:8][CH2:9]3)[S:15][CH:16]=2)=[O:20])[CH2:22][CH2:23][CH2:24][CH2:25][CH2:26][CH2:27]1 |f:1.2|. Reported procedure: 3-[4-(Azepane-1-carbonyl)-thiophen-2-yl]-piperidine-1-carboxylic acid tert-butyl ester (0.066 g) was dissolved in TFA/DCM (1:1, 5 mL) and stirred for 1 hour. The solvent was then evaporated and the residue dissolved in DCM and purified using a SCX-2 column. After washing with methanol and acetonitrile, the desired compound was washed from the column with ammonia (2 M in MeOH). Evaporation gave the title compound as a clear colourless oil (0.052 g). LCMS m/z 293.14 [M+H]+ RT=5.27min (Analytical M... Reactants: CCOC(=O)C1CC(CC#N)CCN1C(=O)OC(C)(C)C, ClCCl, O=C(O)C(F)(F)F. Yields the product CCOC(=O)C1CC(CC#N)CCN1. Reaction SMILES: [C:1](#[N:2])[CH2:3][CH:4]1[CH2:5][CH:6]([C:17](=[O:18])[O:19][CH2:20][CH3:21])[N:7]([C:10]([O:11][C:12]([CH3:13])([CH3:14])[CH3:15])=[O:16])[CH2:8][CH2:9]1.[Cl:29][CH2:30][Cl:31].[OH:22][C:23]([C:24]([F:25])([F:26])[F:27])=[O:28]>>[C:1](#[N:2])[CH2:3][CH:4]1[CH2:5][CH:6]([C:17](=[O:18])[O:19][CH2:20][CH3:21])[NH:7][CH2:8][CH2:9]1.